Dataset: the Open Reaction Database (ORD), a public repository of structured organic reaction records. Task: describe an organic reaction: reactants, conditions, products, and yield Reaction SMILES: [CH2:36]1[O:37][CH2:38][CH2:39][CH2:40]1.[CH3:42][CH2:43][O:44][C:45]([CH3:46])=[O:47].[ClH:35].[Li+:34].[O:1]([c:2]1[cH:3][cH:4][cH:5][cH:6][cH:7]1)[c:8]1[cH:9][cH:10][c:11]([CH2:14][CH2:15][C:16](=[O:17])[c:18]2[o:19][c:20](-[c:23]3[cH:24][cH:25][cH:26][c:27]([C:29](=[O:30])[O:31][CH3:32])[n:28]3)[cH:21][n:22]2)[cH:12][cH:13]1.[OH-:33].[OH2:41]>>[O:1]([c:2]1[cH:3][cH:4][cH:5][cH:6][cH:7]1)[c:8]1[cH:9][cH:10][c:11]([CH2:14][CH2:15][C:16](=[O:17])[c:18]2[o:19][c:20](-[c:23]3[cH:24][cH:25][cH:26][c:27]([C:29](=[O:30])[OH:31])[n:28]3)[cH:21][n:22]2)[cH:12][cH:13]1. The reactants are C1CCOC1, CCOC(C)=O, Cl, [Li+], COC(=O)c1cccc(-c2cnc(C(=O)CCc3ccc(Oc4ccccc4)cc3)o2)n1, [OH-], O. Yields the product O=C(O)c1cccc(-c2cnc(C(=O)CCc3ccc(Oc4ccccc4)cc3)o2)n1. The reactants are CC(CC)=O (Butanone), C[C@@]12[C@H](CC[C@H]1C1=CC=C3C[C@H](CC[C@]3(C)[C@H]1CC2)O)O (androst-5,7-diene-3β,17β-diol), CC([O-])C.[Al+3].CC([O-])C.CC([O-])C (aluminum isopropoxide). Solvent: C1(=CC=CC=C1)C (toluene). The product is C[C@@]12C(CC[C@H]1C1=CCC3=CC(CC[C@]3(C)[C@H]1CC2)=O)=O (androst-4,7-diene-3,17-dione). As a reaction SMILES: [CH3:1][C@:2]12[CH2:19][CH2:18][C@H:17]3[C:7](=[CH:8][CH:9]=[C:10]4[C@:15]3([CH3:16])[CH2:14][CH2:13][C@H:12]([OH:20])[CH2:11]4)[C@@H:6]1[CH2:5][CH2:4][C@@H:3]2[OH:21].CC(=O)CC.CC(C)[O-].[Al+3].CC(C)[O-].CC(C)[O-]>C1(C)C=CC=CC=1>[CH3:1][C@:2]12[CH2:19][CH2:18][C@H:17]3[C:7](=[CH:8][CH2:9][C:10]4[C@:15]3([CH3:16])[CH2:14][CH2:13][C:12](=[O:20])[CH:11]=4)[C@@H:6]1[CH2:5][CH2:4][C:3]2=[O:21] |f:2.3.4.5|. Procedure: A solution of androst-5,7-diene-3β,17β-diol (2.9 g, 10 mmol) in 150 ml toluene is azeotropically dried for one hour. Butanone (15 ml) is added followed by aluminum isopropoxide (1.7 g,8 mmol) and the mixture is heated at reflux for 2.5 hours. The solution is then concentrated to a volume of 25 ml, diluted with trichloromethane, and washed with 5% hydrochloric acid, aqueous sodium bicarbonate, and brine. Concentration and chromatography affords androst-4,7-diene-3,17-dione. Starting materials: Clc1ccccc1, ClCCl, CONC(CF)Cc1c(Cl)cc(Cl)cc1Cl, Cc1nn(C)c(F)c1C(=O)F, Cc1cccc(C)n1. Product: CON(C(=O)c1c(C)nn(C)c1F)C(CF)Cc1c(Cl)cc(Cl)cc1Cl. Reaction SMILES: [Cl:36][c:37]1[cH:38][cH:39][cH:40][cH:41][cH:42]1.[Cl:43][CH2:44][Cl:45].[F:1][CH2:2][CH:3]([CH2:4][c:5]1[c:6]([Cl:13])[cH:7][c:8]([Cl:12])[cH:9][c:10]1[Cl:11])[NH:14][O:15][CH3:16].[F:25][c:26]1[c:27]([C:33](=[O:34])[F:35])[c:28]([CH3:32])[n:29][n:30]1[CH3:31].[n:17]1[c:18]([CH3:19])[cH:20][cH:21][cH:22][c:23]1[CH3:24]>>[F:1][CH2:2][CH:3]([CH2:4][c:5]1[c:6]([Cl:13])[cH:7][c:8]([Cl:12])[cH:9][c:10]1[Cl:11])[N:14]([O:15][CH3:16])[C:33]([c:27]1[c:26]([F:25])[n:30]([CH3:31])[n:29][c:28]1[CH3:32])=[O:34]. Reactants: COC1CN(Cc2ccccc2)CCC1N(C)C, [H][H]. The product is COC1CNCCC1N(C)C. Reaction SMILES: [CH3:1][O:2][CH:3]1[CH2:4][N:5]([CH2:12][c:13]2[cH:14][cH:15][cH:16][cH:17][cH:18]2)[CH2:6][CH2:7][CH:8]1[N:9]([CH3:10])[CH3:11].[H:19][H:20]>>[CH3:1][O:2][CH:3]1[CH2:4][NH:5][CH2:6][CH2:7][CH:8]1[N:9]([CH3:10])[CH3:11]. Starting materials: ClC1=C(N)C=C(C=C1N1CCN(CC1)C1COC1)C(F)F (2-chloro-5-(difluoromethyl)-3-(4-(oxetan-3-yl)piperazin-1-yl)aniline), C1(CC1)N(C1=NC(=NN2C1=NC=C2C#N)S(=O)(=O)C)CC2=CC=C(C=C2)OC (4-(cyclopropyl(4-methoxybenzyl)amino)-2-(methylsulfonyl)imidazo[2,1-f][1,2,4]triazine-7-carbonitrile), C([O-])([O-])=O.[Cs+].[Cs+] (cesium carbonate). Run in CN(C)C=O (DMF), O (H2O). Conditions: temperature 40 celsius, time 72 hour. Product: ClC1=C(C=C(C=C1N1CCN(CC1)C1COC1)C(F)F)NC1=NN2C(C(=N1)N(CC1=CC=C(C=C1)OC)C1CC1)=NC=C2C#N (2-((2-chloro-5-(difluoromethyl)-3-(4-(oxetan-3-yl)piperazin-1-yl)phenyl)amino)-4-(cyclopropyl(4-methoxybenzyl)amino)imidazo[2,1-f][1,2,4]triazine-7-carbonitrile). The yield is 76.8%. As a reaction SMILES: [Cl:1][C:2]1[C:8]([N:9]2[CH2:14][CH2:13][N:12]([CH:15]3[CH2:18][O:17][CH2:16]3)[CH2:11][CH2:10]2)=[CH:7][C:6]([CH:19]([F:21])[F:20])=[CH:5][C:3]=1[NH2:4].[CH:22]1([N:25]([CH2:41][C:42]2[CH:47]=[CH:46][C:45]([O:48][CH3:49])=[CH:44][CH:43]=2)[C:26]2[C:31]3=[N:32][CH:33]=[C:34]([C:35]#[N:36])[N:30]3[N:29]=[C:28](S(C)(=O)=O)[N:27]=2)[CH2:24][CH2:23]1.C(=O)([O-])[O-].[Cs+].[Cs+]>CN(C=O)C.O>[Cl:1][C:2]1[C:8]([N:9]2[CH2:10][CH2:11][N:12]([CH:15]3[CH2:18][O:17][CH2:16]3)[CH2:13][CH2:14]2)=[CH:7][C:6]([CH:19]([F:21])[F:20])=[CH:5][C:3]=1[NH:4][C:28]1[N:27]=[C:26]([N:25]([CH:22]2[CH2:24][CH2:23]2)[CH2:41][C:42]2[CH:47]=[CH:46][C:45]([O:48][CH3:49])=[CH:44][CH:43]=2)[C:31]2=[N:32][CH:33]=[C:34]([C:35]#[N:36])[N:30]2[N:29]=1 |f:2.3.4|. Reported procedure: A mixture of 2-chloro-5-(difluoromethyl)-3-(4-(oxetan-3-yl)piperazin-1-yl)aniline (50 mg, 0.157 mmol), 4-(cyclopropyl(4-methoxybenzyl)amino)-2-(methylsulfonyl)imidazo[2,1-f][1,2,4]triazine-7-carbonitrile (94 mg, 0.236 mmol) and cesium carbonate (103 mg, 0.315 mmol) in DMF (1574 μl) was stirred at 40° C. for 72 h. The reaction mixture was cooled to room temperature, diluted with H2O and extracted with EtOAc (3×). The combined organics were washed with 10% LiCl solution and concentrated. Column ch... Starting materials: Cc1cc(C)c(C)cc1C, O=C([O-])CCl, ClCc1ccccc1, [I-], [Na+], [Na+], O. The product is O=C(CCl)OCc1ccccc1. Reaction SMILES: [CH3:17][c:18]1[c:19]([CH3:20])[cH:21][c:22]([CH3:23])[c:24]([CH3:25])[cH:26]1.[Cl:1][CH2:2][C:3](=[O:4])[O-:5].[Cl:9][CH2:10][c:11]1[cH:12][cH:13][cH:14][cH:15][cH:16]1.[I-:8].[Na+:6].[Na+:7].[OH2:27]>>[Cl:1][CH2:2][C:3](=[O:4])[O:5][CH2:10][c:11]1[cH:12][cH:13][cH:14][cH:15][cH:16]1. Starting materials: CC(C)(C)OC(=O)Cc1cccc(CCN(CCCc2cccc(Cl)c2)S(C)(=O)=O)c1, Cl, C1COCCO1. Product: CS(=O)(=O)N(CCCc1cccc(Cl)c1)CCc1cccc(CC(=O)O)c1. RXN SMILES: [C:1]([CH3:2])([CH3:3])([CH3:4])[O:5][C:6]([CH2:7][c:8]1[cH:9][c:10]([CH2:14][CH2:15][N:16]([S:17](=[O:18])(=[O:19])[CH3:20])[CH2:21][CH2:22][CH2:23][c:24]2[cH:25][c:26]([Cl:30])[cH:27][cH:28][cH:29]2)[cH:11][cH:12][cH:13]1)=[O:31].[ClH:32].[O:33]1[CH2:34][CH2:35][O:36][CH2:37][CH2:38]1>>[O:5]=[C:6]([CH2:7][c:8]1[cH:9][c:10]([CH2:14][CH2:15][N:16]([S:17](=[O:18])(=[O:19])[CH3:20])[CH2:21][CH2:22][CH2:23][c:24]2[cH:25][c:26]([Cl:30])[cH:27][cH:28][cH:29]2)[cH:11][cH:12][cH:13]1)[OH:31]. Starting materials: CN (methylamine), BrC(CCC=1C=CC(=NC1)C(=O)O)CBr (5-(3,4-dibromobutyl)picolinic acid), S(=O)(Cl)Cl (thionyl chloride), acid chloride. Run in C(Cl)(Cl)Cl (chloroform). Conditions: temperature 8 celsius. The product is CNC(C1=NC=C(C=C1)CCC(CBr)Br)=O (N-Methyl-5-(3,4-dibromobutyl)picolinamide). As a reaction SMILES: [CH3:1][NH2:2].[Br:3][CH:4]([CH2:16][Br:17])[CH2:5][CH2:6][C:7]1[CH:8]=[CH:9][C:10]([C:13](O)=[O:14])=[N:11][CH:12]=1.S(Cl)(Cl)=O>C(Cl)(Cl)Cl>[CH3:1][NH:2][C:13](=[O:14])[C:10]1[CH:9]=[CH:8][C:7]([CH2:6][CH2:5][CH:4]([Br:3])[CH2:16][Br:17])=[CH:12][N:11]=1. Procedure: According to the same method as Example 1 with cooling 30% aqueous methylamine solution (100 ml) was added to the chloroform solution (200 ml) of acid chloride prepared from 10 g of 5-(3,4-dibromobutyl)picolinic acid and 10 ml of thionyl chloride, and stirred at 8°C for an hour. Chloroform layer which was separated, was washed with 0.3% aqueous hydrochloride solution, 5% aqueous sodium bicarbonate solution, and then water. Chloroform was evaporated in reduced pressure to yield 8.7 g of crude pro...